From a dataset of the Open Reaction Database (ORD), a public repository of structured organic reaction records. describe an organic reaction: reactants, conditions, products, and yield Reactants: C(C1=CC=CC=C1)OC(NCCCCCNC1=NC(=NC=C1Br)Cl)=O ([5-(5-bromo-2-chloro-pynmidin-4-ylamino)-pentyl]-carbamic acid-benzyl ester), NC=1C=C(C(=O)O)C=CC1 (3-aminobenzoic acid). Run in C(C)#N.O (acetonitrile water). The product is C(C1=CC=CC=C1)OC(=O)NCCCCCNC1=NC(=NC=C1Br)NC=1C=C(C(=O)O)C=CC1 (3-[4-(5-Benzyloxycarbonylamino-pentylamino)-5-bromo-pyrimidin-2-ylamino]-benzoic Acid). Reaction SMILES: [CH2:1]([O:8][C:9](=[O:25])[NH:10][CH2:11][CH2:12][CH2:13][CH2:14][CH2:15][NH:16][C:17]1[C:22]([Br:23])=[CH:21][N:20]=[C:19](Cl)[N:18]=1)[C:2]1[CH:7]=[CH:6][CH:5]=[CH:4][CH:3]=1.[NH2:26][C:27]1[CH:28]=[C:29]([CH:33]=[CH:34][CH:35]=1)[C:30]([OH:32])=[O:31]>C(#N)C.O>[CH2:1]([O:8][C:9]([NH:10][CH2:11][CH2:12][CH2:13][CH2:14][CH2:15][NH:16][C:17]1[C:22]([Br:23])=[CH:21][N:20]=[C:19]([NH:26][C:27]2[CH:28]=[C:29]([CH:33]=[CH:34][CH:35]=2)[C:30]([OH:32])=[O:31])[N:18]=1)=[O:25])[C:2]1[CH:7]=[CH:6][CH:5]=[CH:4][CH:3]=1 |f:2.3|. Procedure details: A reaction mixture of 1.20 g (2.8 mmol) of [5-(5-bromo-2-chloro-pynmidin-4-ylamino)-pentyl]-carbamic acid-benzyl ester and 0.37 g (2.7 mmol) of 3-aminobenzoic acid in acetonitrile/water (8 ml/1.5 ml) is stirred under reflux for 20 hours. The reaction mixture is spun in, and the remaining residue is purified by chromatography (dichloromethane/methanol 9:1, Flashmaster II). 1.27 g (2.4 mmol, corresponding to 86% of theory) of the product is obtained. Reactants: C1=CCCC1 (cyclopentene), Cl[SiH](Cl)Cl (trichlorosilane), C(C)(C)O (isopropyl alcohol). Reagents/catalysts: [H+].[H+].Cl[Pt-2](Cl)(Cl)(Cl)(Cl)Cl (chloroplatinic acid). Reaction conditions: temperature 150 celsius, time 30 minute. Yields the product C1(CCCC1)[Si](Cl)(Cl)Cl (Cyclopentyl trichlorosilane). As a reaction SMILES: [CH:1]1[CH2:5][CH2:4][CH2:3][CH:2]=1.[Cl:6][SiH:7]([Cl:9])[Cl:8].C(O)(C)C>[H+].[H+].Cl[Pt-2](Cl)(Cl)(Cl)(Cl)Cl>[CH:1]1([Si:7]([Cl:9])([Cl:8])[Cl:6])[CH2:5][CH2:4][CH2:3][CH2:2]1 |f:3.4.5|. Procedure details: In a 100 ml autoclave were charged 16.7 g (0.245 mole) of cyclopentene, 30.1 g (0.222 mole) of trichlorosilane and 25 μl of a 0.077 m mole/ml chloroplatinic acid solution in isopropyl alcohol (platinum content 1.92×10-6 mole), which were then stirred at 150° C. for 30 minutes. Cyclopentyl trichlorosilane was obtained quantitatively. Starting materials: BrC1=CC=C(C=C1)CCO (2-(4-bromophenyl)ethanol), sodium metaborate octahydrate, COC=1C=C(C=C(C1)OC)B(O)O (3,5-dimethoxybenzeneboronic acid), O.NN (hydrazine hydrate). The reagents and catalysts are Cl[Pd]([P](C1=CC=CC=C1)(C2=CC=CC=C2)C3=CC=CC=C3)([P](C4=CC=CC=C4)(C5=CC=CC=C5)C6=CC=CC=C6)Cl (bis(triphenylphosphine)palladium(II) chloride). Run in C1CCOC1 (THF), C1CCOC1 (THF), O (water). The product is COC=1C=C(C=C(C1)OC)C1=CC=C(C=C1)CCO (2-(3′,5′-dimethoxybiphenyl-4-yl)ethanol). RXN SMILES: Br[C:2]1[CH:7]=[CH:6][C:5]([CH2:8][CH2:9][OH:10])=[CH:4][CH:3]=1.O.NN.[CH3:14][O:15][C:16]1[CH:17]=[C:18](B(O)O)[CH:19]=[C:20]([O:22][CH3:23])[CH:21]=1>C1COCC1.O.Cl[Pd](Cl)([P](C1C=CC=CC=1)(C1C=CC=CC=1)C1C=CC=CC=1)[P](C1C=CC=CC=1)(C1C=CC=CC=1)C1C=CC=CC=1>[CH3:14][O:15][C:16]1[CH:17]=[C:18]([C:2]2[CH:7]=[CH:6][C:5]([CH2:8][CH2:9][OH:10])=[CH:4][CH:3]=2)[CH:19]=[C:20]([O:22][CH3:23])[CH:21]=1 |f:1.2,^1:35,54|. Procedure: 20 g (99 mmol) of 2-(4-bromophenyl)ethanol, 20 g (72 mmol) of sodium metaborate octahydrate and 2.0 g (2.8 mmol) of bis(triphenylphosphine)palladium(II) chloride are initially introduced in 30 ml of THF and 120 ml of water, and, after addition of 0.03 ml of hydrazine hydrate, a solution of 15.5 g (85 mmol) of 3,5-dimethoxybenzeneboronic acid in 60 ml of THF is added dropwise. The batch is heated under reflux overnight and subsequently extracted four times with dichloromethane. The combined org. ... Starting materials: [N+](=O)(O)[O-] (nitric acid), BrC1=CC=C(C=C1)C(C)C (4-bromoisopropylbenzene). Reaction conditions: time 2 hour. Yields the product BrC1=C(C=C(C=C1)C(C)C)[N+](=O)[O-] (1-Bromo-4-isopropyl-2-nitrobenzene). Yield: 84.0%. Reaction SMILES: [N+:1]([O-:4])(O)=[O:2].[Br:5][C:6]1[CH:11]=[CH:10][C:9]([CH:12]([CH3:14])[CH3:13])=[CH:8][CH:7]=1>>[Br:5][C:6]1[CH:11]=[CH:10][C:9]([CH:12]([CH3:14])[CH3:13])=[CH:8][C:7]=1[N+:1]([O-:4])=[O:2]. Reported procedure: To fuming nitric acid (5 mL) cooled to 5° was added neat 4-bromoisopropylbenzene (1.0 g, 5.023 mmol) dropwise at such a rate that the reaction temperature remained below 10°. The reaction was stirred for 2 hours at 5-10°, quenched with ice (50 g), extracted with ethyl acetate (50 mL), and the organic extract was washed with water (2×25 mL) and brine (25 mL), then dried over magnesium sulfate filtered and concentrated by rotary evaporation. The residue was purified by silica gel flash chromatogra... The reactants are S(=O)(Cl)Cl (Thionyl chloride), BrC=1C=C(C=CC1)C(C#N)OCCO ((3-bromophenyl)-(2-hydroxyethoxy)acetonitrile), O (Water). The solvent is N1=CC=CC=C1 (pyridine). Reaction conditions: temperature 60 celsius, time 2 hour. Yields the product BrC=1C=C(C=CC1)C(C#N)OCCCl ((3-bromophenyl)-(2-chloroethoxy)acetonitrile). As a reaction SMILES: S(Cl)([Cl:3])=O.[Br:5][C:6]1[CH:7]=[C:8]([CH:12]([O:15][CH2:16][CH2:17]O)[C:13]#[N:14])[CH:9]=[CH:10][CH:11]=1.O>N1C=CC=CC=1>[Br:5][C:6]1[CH:7]=[C:8]([CH:12]([O:15][CH2:16][CH2:17][Cl:3])[C:13]#[N:14])[CH:9]=[CH:10][CH:11]=1. Procedure details: Thionyl chloride (1.23 mL) was added dropwise to a solution of (3-bromophenyl)-(2-hydroxyethoxy)acetonitrile (3.62 g) in pyridine (12.1 mL) at 50° C., and the mixture was stirred at 60° C. for two hours. Water was added to the reaction solution, followed by extraction with ethyl acetate. The organic layer was washed with water. The organic layer was dried over anhydrous magnesium sulfate and concentrated under reduced pressure. Then, the resulting residue was purified by silica gel column chroma... The reactants are Cl.CON (O-methylhydroxylamine hydrochloride), CCN(C(C)C)C(C)C (DIPEA), FC(OC1=C(CC2=C(N=C3N2C=C(C=C3)C=3C=NC(=NC3)N3CCC(CC3)C(=O)O)C)C=CC=C1)F (1-(5-{3-[2-(Difluoromethoxy)benzyl]-2-methylimidazo[1,2-a]pyridin-6-yl}pyrimidin-2-yl)piperidine-4-carboxylic acid), Cl.CON (O-methylhydroxylamine hydrochloride), Cl.C(C)N=C=NCCCN(C)C (1-ethyl-3-(3-dimethylaminopropyl)carbodiimide hydrochloride), CCN(C(C)C)C(C)C (DIPEA). Run in O (water), CN(C)C=O (DMF). Conditions: temperature 50 celsius. The product is FC(OC1=C(CC2=C(N=C3N2C=C(C=C3)C=3C=NC(=NC3)N3CCC(CC3)C(=O)NOC)C)C=CC=C1)F (1-(5-{3-[2-(Difluoromethoxy)benzyl]-2-methylimidazo[1,2-a]pyridin-6-yl}pyrimidin-2-yl)-N-methoxypiperidine-4-carboxamide). Yield: 3.5%. Reaction SMILES: [F:1][CH:2]([F:36])[O:3][C:4]1[CH:35]=[CH:34][CH:33]=[CH:32][C:5]=1[CH2:6][C:7]1[N:11]2[CH:12]=[C:13]([C:16]3[CH:17]=[N:18][C:19]([N:22]4[CH2:27][CH2:26][CH:25]([C:28]([OH:30])=O)[CH2:24][CH2:23]4)=[N:20][CH:21]=3)[CH:14]=[CH:15][C:10]2=[N:9][C:8]=1[CH3:31].Cl.[CH3:38][O:39][NH2:40].Cl.C(N=C=NCCCN(C)C)C.CCN(C(C)C)C(C)C>CN(C=O)C.O>[F:1][CH:2]([F:36])[O:3][C:4]1[CH:35]=[CH:34][CH:33]=[CH:32][C:5]=1[CH2:6][C:7]1[N:11]2[CH:12]=[C:13]([C:16]3[CH:17]=[N:18][C:19]([N:22]4[CH2:23][CH2:24][CH:25]([C:28]([NH:40][O:39][CH3:38])=[O:30])[CH2:26][CH2:27]4)=[N:20][CH:21]=3)[CH:14]=[CH:15][C:10]2=[N:9][C:8]=1[CH3:31] |f:1.2,3.4|. Reported procedure: A solution of Example 23 (0.108 g, 0.22 mmol), O-methylhydroxylamine hydrochloride (0.022 g, 0.26 mmol), 1-ethyl-3-(3-dimethylaminopropyl)carbodiimide hydrochloride (0.053 g, 0.26 mmol) and DIPEA (0.057 g, 0.44 mmol) in DMF (5 mL) was stirred at r.t. for 18 h. Further O-methylhydroxylamine hydrochloride (0.10 g, 1.2 mmol) and DIPEA (300 μL) were added and the reaction mixture was heated at 50° C. for 2 days. The reaction mixture was cooled to r.t., treated with water (10 mL) and extracted with D...